From a dataset of the Open Reaction Database (ORD), a public repository of structured organic reaction records. describe an organic reaction: reactants, conditions, products, and yield The product is CC(=O)N(C)c1ccc2c(c1)CCCC2=O. RXN SMILES: [C:1]([CH3:2])(=[O:3])[NH:4][c:5]1[cH:6][c:7]2[c:12]([cH:13][cH:14]1)[C:11](=[O:15])[CH2:10][CH2:9][CH2:8]2.[CH3:18][I:19].[H-:16].[Na+:17].[O:20]1[CH2:21][CH2:22][CH2:23][CH2:24]1>>[C:1]([CH3:2])(=[O:3])[N:4]([c:5]1[cH:6][c:7]2[c:12]([cH:13][cH:14]1)[C:11](=[O:15])[CH2:10][CH2:9][CH2:8]2)[CH3:18]. The reactants are CC(=O)Nc1ccc2c(c1)CCCC2=O, CI, [H-], [Na+], C1CCOC1. Reactants: CN1[C@@H](C=CC=C1)CO ((S)-1-Methyl-2-pyridinemethanol), C1(=CC=CC=C1)P(C1=CC=CC=C1)C1=CC=CC=C1 (triphenylphosphine), CCOC(=O)/N=N/C(=O)OCC (DEAD), OC=1C=NC=CC1 (3-hydroxypyridine), crude product, N (NH3). The product is CN1[C@@H](CCC1)COC=1C=NC=CC1 (3-((1-methyl-2-(S)-pyrrolidinyl)methoxy)pyridine). Yield: 31.0%. Reaction SMILES: [CH3:1][N:2]1[CH:7]=[CH:6][CH:5]=[CH:4][C@H:3]1CO.C1(P(C2C=CC=CC=2)C2C=CC=CC=2)C=CC=CC=1.CCOC(/N=N/C(OCC)=O)=O.[OH:41][C:42]1[CH:43]=[N:44][CH:45]=[CH:46][CH:47]=1.N>>[CH3:1][N:2]1[CH2:3][CH2:4][CH2:5][C@H:7]1[CH2:6][O:41][C:42]1[CH:43]=[N:44][CH:45]=[CH:46][CH:47]=1. Reported procedure: (S)-1-Methyl-2-pyridinemethanol was reacted with triphenylphosphine, DEAD and 3-hydroxypyridine according to the procedure outlined in Example 1a The crude product was purified by flash chromatography (2×) using (10% MeOH/CHCl3) to remove the diethyl hydrazine dicarboxylate impurity and give a yellow oil in 31% yield. MS (DCI/NH3) m/e 193 (M+H)+. 1H NMR (CDCl3, 300 MHz) δ: 8.32 (t, J=1.5 Hz, 1H), 8.22 (t, J=3 Hz, 1H), 7.24-7.2 (m, 2H), 4.14-4.05 (dd, J=9, 6 Hz, 1H), 4.00-3.93 (dd, J=9, 6 Hz, 1H)... The reactants are Cl (Hydrochloride), methyl ester, N[C@@H](CC1=CC=CC=C1)C(=O)O (L-phenylalanine), C(C1=CC=CC=C1)(C1=CC=CC=C1)=N (benzophenoneimine). Solvent: C(Cl)Cl (methylene chloride). Reaction conditions: time 8 hour. The product is methyl ester, C1(=CC=CC=C1)C(=N[C@@H](CC1=CC=CC=C1)C(=O)O)C1=CC=CC=C1 (N-(diphenylmethylene)-L-phenylalanine). Isolated yield 103.9%. As a reaction SMILES: Cl.[NH2:2][C@H:3]([C:11]([OH:13])=[O:12])[CH2:4][C:5]1[CH:10]=[CH:9][CH:8]=[CH:7][CH:6]=1.[C:14](=N)([C:21]1[CH:26]=[CH:25][CH:24]=[CH:23][CH:22]=1)[C:15]1[CH:20]=[CH:19][CH:18]=[CH:17][CH:16]=1>C(Cl)Cl>[C:15]1([C:14]([C:21]2[CH:22]=[CH:23][CH:24]=[CH:25][CH:26]=2)=[N:2][C@H:3]([C:11]([OH:13])=[O:12])[CH2:4][C:5]2[CH:10]=[CH:9][CH:8]=[CH:7][CH:6]=2)[CH:20]=[CH:19][CH:18]=[CH:17][CH:16]=1. Reported procedure: Hydrochloride of methyl ester of L-phenylalanine (5.95 g) and benzophenoneimine (5.00 g) were added to methylene chloride (100 ml), and they were stirred at room temperature overnight. A solid thus formed was filtered out of the reaction mixture. The filtrate was concentrated under reduced pressure. Diethyl ether (100 ml) was added to the residue. A solid thus formed was again filtered out of the reaction mixture. The ether layer was washed with water (100 ml) and then dried over anhydrous magne... The reactants are C=O, CCCCCC, O=CO, [Na+], [OH-], c1ccc2c(c1)CCc1ccccc1C2C1CCCNC1. Yields the product CN1CCCC(C2c3ccccc3CCc3ccccc32)C1. RXN SMILES: [CH2:33]=[O:34].[CH3:24][CH2:25][CH2:26][CH2:27][CH2:28][CH3:29].[CH:30]([OH:31])=[O:32].[Na+:23].[OH-:22].[cH:1]1[cH:2][cH:3][cH:4][c:5]2[c:11]1[CH2:10][CH2:9][c:8]1[c:7]([cH:15][cH:14][cH:13][cH:12]1)[CH:6]2[CH:16]1[CH2:17][NH:18][CH2:19][CH2:20][CH2:21]1>>[cH:1]1[cH:2][cH:3][cH:4][c:5]2[c:11]1[CH2:10][CH2:9][c:8]1[c:7]([cH:15][cH:14][cH:13][cH:12]1)[CH:6]2[CH:16]1[CH2:17][N:18]([CH3:24])[CH2:19][CH2:20][CH2:21]1. Starting materials: N1CCC(CC1)C1OC2=C(CN3C1=CC=C3)C=CC=C2 (11-(piperidin-4-yl)-5H,11H-pyrrolo[2,1-c][1,4]benzoxazepine), FC(C=1C=C(CCl)C=CC1)(F)F (3-trifluoromethylbenzyl chloride), CN(C)C=O (DMF), C(=O)([O-])[O-].[K+].[K+] (K2CO3). Product: C(C(=O)O)(=O)O.FC(C=1C=C(CN2CCC(CC2)C2OC3=C(CN4C2=CC=C4)C=CC=C3)C=CC1)(F)F (11-[1-(3-Trifluoromethylbenzyl)piperidin-4-yl]-5H,11H-pyrrolo[2,1-c][1,4]benzoxazepine oxalate). As a reaction SMILES: [NH:1]1[CH2:6][CH2:5][CH:4]([CH:7]2[C:13]3=[CH:14][CH:15]=[CH:16][N:12]3[CH2:11][C:10]3[CH:17]=[CH:18][CH:19]=[CH:20][C:9]=3[O:8]2)[CH2:3][CH2:2]1.[F:21][C:22]([F:32])([F:31])[C:23]1[CH:24]=[C:25]([CH:28]=[CH:29][CH:30]=1)[CH2:26]Cl.[C:33]([O-:36])([O-:35])=O.[K+].[K+].CN(C=[O:43])C>>[C:9]([OH:8])(=[O:43])[C:33]([OH:36])=[O:35].[F:21][C:22]([F:31])([F:32])[C:23]1[CH:24]=[C:25]([CH:28]=[CH:29][CH:30]=1)[CH2:26][N:1]1[CH2:2][CH2:3][CH:4]([CH:7]2[C:13]3=[CH:14][CH:15]=[CH:16][N:12]3[CH2:11][C:10]3[CH:17]=[CH:18][CH:19]=[CH:20][C:9]=3[O:8]2)[CH2:5][CH2:6]1 |f:2.3.4,6.7|. Procedure details: To 50 ml DMF were added 11-(piperidin-4-yl)-5H,11H-pyrrolo[2,1-c][1,4]benzoxazepine (6.0 g, 0.022 mole), 3-trifluoromethylbenzyl chloride (5.0 g, 0.026 mole), milled K2CO3 (10 g, 0.07 mole) and KI (0.01 g).